Dataset: the Open Reaction Database (ORD), a public repository of structured organic reaction records. Task: describe an organic reaction: reactants, conditions, products, and yield RXN SMILES: [C:1]([OH:4])(=[O:3])[CH3:2].C[O:6][C:7](=O)[CH2:8][CH2:9][CH2:10][CH2:11][CH2:12][CH2:13][CH:14]1[CH:18]([O:19]C2CCCCO2)[CH2:17][CH2:16][CH:15]1/[CH:26]=[CH:27]/[CH:28](O)[CH2:29][CH:30]1[CH2:35][CH2:34][CH2:33][CH2:32][CH2:31]1.[OH2:38].O1CCC[CH2:40]1>C(O)(=O)C>[CH3:40][O:38][C:7](=[O:6])[CH2:8][CH2:9][CH2:10][CH2:11][CH2:12][CH2:13][CH:14]1[CH:18]([OH:19])[CH2:17][CH2:16][CH:15]1/[CH:26]=[CH:27]/[CH:28]([O:3][C:1](=[O:4])[CH3:2])[CH2:29][CH:30]1[CH2:35][CH2:34][CH2:33][CH2:32][CH2:31]1 |f:0.1|. Procedure details: trans-2-(4-Cyclohexyl-3-hydroxy-1-butenyl)-5-[(tetrahydropyran-2-yl)oxy]cyclopentaneheptanoic acid methyl ester acetate (44 g), described in Example 8, is dissolved in acetic acid (426 ml), water (212 ml) and tetrahydrofuran (35.7 ml). The mixture is stirred at 60°C (bath temperature) for 3 hr. The solvent is removed under reduced pressure. The residue is taken up in ether. The ether solution is washed with water, dried and evaporated to yield trans-2-(4-cyclohexyl-3-acetoxy-1-butenyl)-5-hydroxy... Solvent: C(C)(=O)O (acetic acid). The product is COC(CCCCCCC1C(CCC1O)\C=C\C(CC1CCCCC1)OC(C)=O)=O (trans-2-(4-cyclohexyl-3-acetoxy-1-butenyl)-5-hydroxycyclopentaneheptanoic acid methyl ester). Starting materials: C(C)(=O)O.COC(CCCCCCC1C(CCC1OC1OCCCC1)\C=C\C(CC1CCCCC1)O)=O (trans-2-(4-Cyclohexyl-3-hydroxy-1-butenyl)-5-[(tetrahydropyran-2-yl)oxy]cyclopentaneheptanoic acid methyl ester acetate), O (water), O1CCCC1 (tetrahydrofuran). Reaction conditions: temperature 60 celsius, time 3 hour. The reactants are C(C)(=O)OC(C(=O)OCC1=CC=CC=C1)CCCCl (Benzyl 2-acetoxy-5-chloropentanoate), C(C)(=O)O (acetic acid). The reagents and catalysts are [Pd] (Pd/C). The solvent is C(C)(=O)OCC (ethyl acetate). Product: C(C)(=O)OC(C(=O)O)CCCCl (2-Acetoxy-5-chloropentanoic acid). The yield is 94.7%. Reaction SMILES: [C:1]([O:4][CH:5]([CH2:16][CH2:17][CH2:18][Cl:19])[C:6]([O:8]CC1C=CC=CC=1)=[O:7])(=[O:3])[CH3:2].C(O)(=O)C>C(OCC)(=O)C.[Pd]>[C:1]([O:4][CH:5]([CH2:16][CH2:17][CH2:18][Cl:19])[C:6]([OH:8])=[O:7])(=[O:3])[CH3:2]. Procedure details: Benzyl 2-acetoxy-5-chloropentanoate (52.6 g, 0.19 mol) was dissolved in ethyl acetate (350 ml) and acetic acid (25 ml) and hydrogenated at 10 psi in a Parr apparatus in the presence of a Pd/C catalyst (5%, 2.5 g). After completion, the catalyst was filtered off and the volatiles were evaporated. The residue was dried in vacuo (1 mm Hg, 100° C.), and 35 g (98%) of the crude product was isolated and used without further purification. Starting materials: [Br-], COc1ccc2c(c1)CCC(=O)C2C(=O)c1ccc(OCc2ccccc2)cc1, COc1ccc([Mg+])cc1, [Cl-], [NH4+], C1CCOC1. The product is COc1ccc(C2=C(C(=O)c3ccc(OCc4ccccc4)cc3)c3ccc(OC)cc3CC2)cc1. As a reaction SMILES: [Br-:1].[CH2:11]([c:12]1[cH:13][cH:14][cH:15][cH:16][cH:17]1)[O:18][c:19]1[cH:20][cH:21][c:22]([C:23](=[O:24])[CH:25]2[C:26](=[O:37])[CH2:27][CH2:28][c:29]3[cH:30][c:31]([O:35][CH3:36])[cH:32][cH:33][c:34]32)[cH:38][cH:39]1.[CH3:2][O:3][c:4]1[cH:5][cH:6][c:7]([Mg+:10])[cH:8][cH:9]1.[Cl-:40].[NH4+:41].[O:42]1[CH2:43][CH2:44][CH2:45][CH2:46]1>>[CH3:2][O:3][c:4]1[cH:5][cH:6][c:7]([C:26]2=[C:25]([C:23]([c:22]3[cH:21][cH:20][c:19]([O:18][CH2:11][c:12]4[cH:13][cH:14][cH:15][cH:16][cH:17]4)[cH:39][cH:38]3)=[O:24])[c:34]3[c:29]([cH:30][c:31]([O:35][CH3:36])[cH:32][cH:33]3)[CH2:28][CH2:27]2)[cH:8][cH:9]1. Starting materials: NC1=CC=CC=2NC(CC(=NC21)C2=CC=C(C=C2)N2C(=NC=1C=NC=CC12)C)=O (6-Amino-2,3-dihydro-4-[4-(2-methylimidazo[4,5-c]pyrid-1-yl)phenyl]-1H[1,5]benzodiazepin-2-one), C(C)S(=O)(=O)Cl (ethanesulphonyl chloride). The solvent is N1=CC=CC=C1 (pyridine). Reaction conditions: time 1 hour. Yields the product C(C)S(=O)(=O)NC1=CC=CC=2NC(CC(=NC21)C2=CC=C(C=C2)N2C(=NC=1C=NC=CC12)C)=O (2,3-Dihydro-6-ethanesulphonylamino-4-[4-(2-methylimidazo[4,5-c]pyrid-1-yl)-phenyl]-1H-[1,5]benzodiazepin-2-one). As a reaction SMILES: [NH2:1][C:2]1[C:12]2[N:11]=[C:10]([C:13]3[CH:18]=[CH:17][C:16]([N:19]4[C:27]5[CH:26]=[CH:25][N:24]=[CH:23][C:22]=5[N:21]=[C:20]4[CH3:28])=[CH:15][CH:14]=3)[CH2:9][C:8](=[O:29])[NH:7][C:6]=2[CH:5]=[CH:4][CH:3]=1.[CH2:30]([S:32](Cl)(=[O:34])=[O:33])[CH3:31]>N1C=CC=CC=1>[CH2:30]([S:32]([NH:1][C:2]1[C:12]2[N:11]=[C:10]([C:13]3[CH:18]=[CH:17][C:16]([N:19]4[C:27]5[CH:26]=[CH:25][N:24]=[CH:23][C:22]=5[N:21]=[C:20]4[CH3:28])=[CH:15][CH:14]=3)[CH2:9][C:8](=[O:29])[NH:7][C:6]=2[CH:5]=[CH:4][CH:3]=1)(=[O:34])=[O:33])[CH3:31]. Procedure details: A suspension of the aniline from example 14 (0.5 g, 1.3 mmol) in dry pyridine (3 ml) was treated with ethanesulphonyl chloride (0.133 ml, 1.4 mmol). After 1 h, the mixture was evaporated to dryness then partitioned between dichloromethane and dilute aqueous sodium bicarbonate. The organic phase was dried over magnesium sulphate and evaporated to a yellow solid which was recrystallised from ethyl acetate (0.37 g, 59%). M.p. 258°-260° C. The reactants are BrCC1CC1 ((bromomethyl)cyclopropane), C1(CC1)NC(C1=CC(=C(C=C1)C)C=1C=C2C=CNC(C2=CC1)=O)=O (N-Cyclopropyl-4-methyl-3-(1-oxo-1,2-dihydro-isoquinolin-6-yl)-benzamide), C([O-])([O-])=O.[K+].[K+] (potassium carbonate), BrCC1CC1 ((bromomethyl)cyclopropane). Solvent: CN(C)C=O (DMF). Run at temperature 70 celsius, time 24 hour. The product is C1(CC1)NC(C1=CC(=C(C=C1)C)C=1C=C2C=CN(C(C2=CC1)=O)CC1CC1)=O (N-Cyclopropyl-3-(2-cyclopropylmethyl-1-oxo-1,2-dihydro-isoquinolin-6-yl)-4-methylbenzamide). Yield: 59.8%. As a reaction SMILES: [CH:1]1([NH:4][C:5](=[O:24])[C:6]2[CH:11]=[CH:10][C:9]([CH3:12])=[C:8]([C:13]3[CH:14]=[C:15]4[C:20](=[CH:21][CH:22]=3)[C:19](=[O:23])[NH:18][CH:17]=[CH:16]4)[CH:7]=2)[CH2:3][CH2:2]1.C(=O)([O-])[O-].[K+].[K+].Br[CH2:32][CH:33]1[CH2:35][CH2:34]1>CN(C=O)C>[CH:1]1([NH:4][C:5](=[O:24])[C:6]2[CH:11]=[CH:10][C:9]([CH3:12])=[C:8]([C:13]3[CH:14]=[C:15]4[C:20](=[CH:21][CH:22]=3)[C:19](=[O:23])[N:18]([CH2:32][CH:33]3[CH2:35][CH2:34]3)[CH:17]=[CH:16]4)[CH:7]=2)[CH2:2][CH2:3]1 |f:1.2.3|. Reported procedure: A mixture of the product of Example 11 (100 mg), potassium carbonate (174 mg) and (bromomethyl)cyclopropane (63 mg) in DMF (2 mL) was stirred at room temperature for 16 hours and at 70° C. for 24 hours. Further (bromomethyl)cyclopropane (300 mg) was added and the mixture heated at 70° C. for a further 24 hours. The reaction mixture was filtered and purified by HPLC to give the title compound (70 mg) as a solid. Starting materials: O=C([O-])O, O=C1NC(Cc2ccccc2)C(CO)O1, C1CCOC1, CN1CCOCC1, O=[N+]([O-])c1ccc(S(=O)(=O)Cl)cc1, [Na+]. Yields the product O=C1NC(Cc2ccccc2)C(COS(=O)(=O)c2ccc([N+](=O)[O-])cc2)O1. As a reaction SMILES: [C:29](=[O:30])([OH:31])[O-:32].[CH2:14]([c:15]1[cH:16][cH:17][cH:18][cH:19][cH:20]1)[CH:21]1[NH:22][C:23](=[O:28])[O:24][CH:25]1[CH2:26][OH:27].[CH2:34]1[O:35][CH2:36][CH2:37][CH2:38]1.[CH3:39][N:40]1[CH2:41][CH2:42][O:43][CH2:44][CH2:45]1.[N+:1](=[O:2])([O-:3])[c:4]1[cH:5][cH:6][c:7]([S:10](=[O:11])(=[O:12])[Cl:13])[cH:8][cH:9]1.[Na+:33]>>[N+:1](=[O:2])([O-:3])[c:4]1[cH:5][cH:6][c:7]([S:10](=[O:11])(=[O:12])[O:27][CH2:26][CH:25]2[CH:21]([CH2:14][c:15]3[cH:16][cH:17][cH:18][cH:19][cH:20]3)[NH:22][C:23](=[O:28])[O:24]2)[cH:8][cH:9]1.